Dataset: the Open Reaction Database (ORD), a public repository of structured organic reaction records. Task: describe an organic reaction: reactants, conditions, products, and yield Starting materials: ClC1=CC(=C(C=C1)C(C)=O)NC1=CC=CC=C1 (1-(4-chloro-2-phenylaminophenyl)-ethanone), COC(C1=CC=C(C=C1)C=O)=O (4-formyl-benzoic acid methyl ester), [OH-].[Na+] (NaOH). Solvent: CO (MeOH). Run at time 8 hour. Product: COC(C1=CC=C(C=C1)\C=C\C(=O)C1=C(C=C(C=C1)Cl)NC1=CC=CC=C1)=O (4-[(E)-3-(4-chloro-2-phenylamino-phenyl)-3-oxo-propenyl]-benzoic acid methyl ester). Yield: 25.9%. RXN SMILES: [Cl:1][C:2]1[CH:7]=[CH:6][C:5]([C:8](=[O:10])[CH3:9])=[C:4]([NH:11][C:12]2[CH:17]=[CH:16][CH:15]=[CH:14][CH:13]=2)[CH:3]=1.[CH3:18][O:19][C:20](=[O:29])[C:21]1[CH:26]=[CH:25][C:24]([CH:27]=O)=[CH:23][CH:22]=1.[OH-].[Na+]>CO>[CH3:18][O:19][C:20](=[O:29])[C:21]1[CH:26]=[CH:25][C:24](/[CH:27]=[CH:9]/[C:8]([C:5]2[CH:6]=[CH:7][C:2]([Cl:1])=[CH:3][C:4]=2[NH:11][C:12]2[CH:13]=[CH:14][CH:15]=[CH:16][CH:17]=2)=[O:10])=[CH:23][CH:22]=1 |f:2.3|. Procedure details: A mixture of 1-(4-chloro-2-phenylaminophenyl)-ethanone (1.7 g, 6.9 mmol), 4-formyl-benzoic acid methyl ester (1.14 g, 6.9 mmol) and NaOH (2 M aq, 2 mL) in MeOH (30 mL) was stirred at RT overnight. The precipitate formed was collected by filtration and dried in a vacuum oven to afford 0.7 g of 4-[(E)-3-(4-chloro-2-phenylamino-phenyl)-3-oxo-propenyl]-benzoic acid methyl ester as an orange solid. The mother liquors were acidified by adding glacial HOAc (99%) to pH 5, and the resulting mixture extra... Reactants: FC1=C(N)C=CC=C1 (2-fluoroaniline), C(=O)[O-] (formate), C(C)(=O)OC(C)=O (acetic anhydride). Solvent: O1CCCC1 (Tetrahydrofuran), O1CCCC1 (tetrahydrofuran). Run at temperature 50 celsius, time 2 hour. Product: C(=O)NC1=C(C=CC=C1)F (N-formyl-2-fluoroaniline). As a reaction SMILES: [CH:1]([O-:3])=O.C(OC(=O)C)(=O)C.[F:11][C:12]1[CH:18]=[CH:17][CH:16]=[CH:15][C:13]=1[NH2:14]>O1CCCC1>[CH:1]([NH:14][C:13]1[CH:15]=[CH:16][CH:17]=[CH:18][C:12]=1[F:11])=[O:3]. Procedure details: Under argon gas, formate (6.1 mL) was added to acetic anhydride (15.5 mL) at 0° C. and the mixture was stirred at 50° C. for 2 hours. The reaction mixture was cooled to room temperature and diluted with tetrahydrofuran (10 mL). Tetrahydrofuran (20 mL) solution containing 2-fluoroaniline (5.56 g) was added into the diluent at room temperature and stirred at room temperature for 1 hour. A title compound having the following physical properties was obtained by concentrating the reaction mixture. Th...